From a dataset of the Open Reaction Database (ORD), a public repository of structured organic reaction records. describe an organic reaction: reactants, conditions, products, and yield Reactants: CCOC(=O)c1cc(-c2ccc(C#N)cc2)nn1C, C1CCOC1, CO, Cl, [Li+], [OH-], O. Yields the product Cn1nc(-c2ccc(C#N)cc2)cc1C(=O)O. As a reaction SMILES: [C:1](#[N:2])[c:3]1[cH:4][cH:5][c:6](-[c:9]2[n:10][n:11]([CH3:19])[c:12]([C:14](=[O:15])[O:16][CH2:17][CH3:18])[cH:13]2)[cH:7][cH:8]1.[CH2:24]1[O:25][CH2:26][CH2:27][CH2:28]1.[CH3:29][OH:30].[ClH:23].[Li+:21].[OH-:20].[OH2:22]>>[C:1](#[N:2])[c:3]1[cH:4][cH:5][c:6](-[c:9]2[n:10][n:11]([CH3:19])[c:12]([C:14](=[O:15])[OH:16])[cH:13]2)[cH:7][cH:8]1. The reactants are O (water), CC1CN(CCN1)C(=O)OC(C)(C)C ((±)-tert-butyl 3-methylpiperazine-1-carboxylate), FC1=CC=C(C=C1)[N+](=O)[O-] (1-fluoro-4-nitrobenzene), C([O-])([O-])=O.[K+].[K+] (potassium carbonate). Run in CS(=O)C (dimethyl sulfoxide). Reaction conditions: temperature 120 celsius, time 15 hour. Yields the product CC1CN(CCN1C1=CC=C(C=C1)[N+](=O)[O-])C(=O)OC(C)(C)C ((±)-tert-Butyl 3-methyl-4-(4-nitrophenyl)piperazine-1-carboxylate). RXN SMILES: [CH3:1][CH:2]1[NH:7][CH2:6][CH2:5][N:4]([C:8]([O:10][C:11]([CH3:14])([CH3:13])[CH3:12])=[O:9])[CH2:3]1.F[C:16]1[CH:21]=[CH:20][C:19]([N+:22]([O-:24])=[O:23])=[CH:18][CH:17]=1.C(=O)([O-])[O-].[K+].[K+].O>CS(C)=O>[CH3:1][CH:2]1[N:7]([C:16]2[CH:21]=[CH:20][C:19]([N+:22]([O-:24])=[O:23])=[CH:18][CH:17]=2)[CH2:6][CH2:5][N:4]([C:8]([O:10][C:11]([CH3:13])([CH3:12])[CH3:14])=[O:9])[CH2:3]1 |f:2.3.4|. Reported procedure: A mixture of (±)-tert-butyl 3-methylpiperazine-1-carboxylate (1.5 g), 1-fluoro-4-nitrobenzene (1.06 g) and potassium carbonate (2.07 g) in dimethyl sulfoxide (15 ml) was stirred at 120° C. for 15 hours. The reaction mixture was cooled to room temperature and poured into water (30 ml). The mixture was extracted with ethyl acetate three times. The combined organic layers were washed successively with water (twice) and brine, and dried over magnesium sulfate. The solvent was removed under reduced p...